This data is from the Open Reaction Database (ORD), a public repository of structured organic reaction records. The task is: describe an organic reaction: reactants, conditions, products, and yield Yields the product Cc1ccc(C)n1-c1cc(C(F)(F)F)c(C(F)(F)F)nc1C(=O)O. RXN SMILES: [CH3:1][O:2][C:3](=[O:4])[c:5]1[n:6][c:7]([C:22]([F:23])([F:24])[F:25])[c:8]([C:18]([F:19])([F:20])[F:21])[cH:9][c:10]1-[n:11]1[c:12]([CH3:17])[cH:13][cH:14][c:15]1[CH3:16].[CH3:28][OH:29].[Na+:27].[OH-:26]>>[O:2]=[C:3]([OH:4])[c:5]1[n:6][c:7]([C:22]([F:23])([F:24])[F:25])[c:8]([C:18]([F:19])([F:20])[F:21])[cH:9][c:10]1-[n:11]1[c:12]([CH3:17])[cH:13][cH:14][c:15]1[CH3:16]. The reactants are COC(=O)c1nc(C(F)(F)F)c(C(F)(F)F)cc1-n1c(C)ccc1C, CO, [Na+], [OH-].